Dataset: the Open Reaction Database (ORD), a public repository of structured organic reaction records. Task: describe an organic reaction: reactants, conditions, products, and yield Reactants: [BH4-], CCO, CO, O=Cc1ccccc1, O=Cc1ccc(Cl)cc1, NCCO, [Na+]. The product is OCCNCc1ccc(Cl)cc1. As a reaction SMILES: [BH4-:22].[CH3:24][CH2:25][OH:26].[CH3:27][OH:28].[CH:1]([c:2]1[cH:3][cH:4][cH:5][cH:6][cH:7]1)=[O:8].[Cl:9][c:10]1[cH:11][cH:12][c:13]([CH:14]=[O:15])[cH:16][cH:17]1.[NH2:18][CH2:19][CH2:20][OH:21].[Na+:23]>>[Cl:9][c:10]1[cH:11][cH:12][c:13]([CH2:14][NH:18][CH2:19][CH2:20][OH:21])[cH:16][cH:17]1. Reactants: CC(C)([O-])C.[K+] (potassium tert-butoxide), OC1=C(OC(=C1O)C(=O)OCC)C(=O)OCC (diethyl 3,4-dihydroxy-2,5-furandicarboxylate), BrC(C)C (2-bromopropane). Solvent: CS(=O)C (dimethyl sulfoxide), CS(=O)C (dimethyl sulfoxide). Conditions: time 5 minute. The product is C(C)(C)OC1=C(OC(=C1OC(C)C)C(=O)OCC)C(=O)OCC (diethyl 3,4-diisopropoxy-2,5-furandicarboxylate). The yield is 72.6%. As a reaction SMILES: C[C:2]([CH3:5])([O-])[CH3:3].[K+].[OH:7][C:8]1[C:12]([OH:13])=[C:11]([C:14]([O:16][CH2:17][CH3:18])=[O:15])[O:10][C:9]=1[C:19]([O:21][CH2:22][CH3:23])=[O:20].Br[CH:25]([CH3:27])[CH3:26]>CS(C)=O>[CH:2]([O:13][C:12]1[C:8]([O:7][CH:25]([CH3:27])[CH3:26])=[C:9]([C:19]([O:21][CH2:22][CH3:23])=[O:20])[O:10][C:11]=1[C:14]([O:16][CH2:17][CH3:18])=[O:15])([CH3:5])[CH3:3] |f:0.1|. Procedure: A solution of 1.25 g (11.11 mmol, 1.08 equiv) of potassium tert-butoxide in 7 mL of dimethyl sulfoxide is added rapidly to a room temperature solution of 1.26 g (5.16 mmol) of diethyl 3,4-dihydroxy-2,5-furandicarboxylate (Johnson, T. B. and Johns, C. O., J. Am. Chem. Soc., 28, 489 (1906)) in 10 mL of dimethyl sulfoxide under a nitrogen atmosphere. The resulting solution is stirred at room temperature for 5 minutes and treated with 3.28 g (26.63 mmol, 5.16 equiv) of 2-bromopropane. The resulting ... The reactants are CS(C)=O, O=C(O)c1cc2cc(Cl)ccc2nc1Cl, Cl, [K+], [K+], NC(Cc1ccc(Oc2ccnc3ccccc23)cc1)C(=O)O, O=C([O-])[O-], O, O=C(O)C(F)(F)F. Yields the product O=C(O)c1cc2cc(Cl)ccc2nc1NC(Cc1ccc(Oc2ccnc3ccccc23)cc1)C(=O)O. Reaction SMILES: [CH3:53][S:54]([CH3:55])=[O:56].[Cl:31][c:32]1[n:33][c:34]2[cH:35][cH:36][c:37]([Cl:45])[cH:38][c:39]2[cH:40][c:41]1[C:42](=[O:43])[OH:44].[ClH:52].[K+:46].[K+:47].[NH2:8][CH:9]([C:10](=[O:11])[OH:12])[CH2:13][c:14]1[cH:15][cH:16][c:17]([O:20][c:21]2[cH:22][cH:23][n:24][c:25]3[cH:26][cH:27][cH:28][cH:29][c:30]23)[cH:18][cH:19]1.[O-:48][C:49]([O-:50])=[O:51].[OH2:57].[OH:1][C:2]([C:3]([F:4])([F:5])[F:6])=[O:7]>>[NH:8]([CH:9]([C:10](=[O:11])[OH:12])[CH2:13][c:14]1[cH:15][cH:16][c:17]([O:20][c:21]2[cH:22][cH:23][n:24][c:25]3[cH:26][cH:27][cH:28][cH:29][c:30]23)[cH:18][cH:19]1)[c:32]1[n:33][c:34]2[cH:35][cH:36][c:37]([Cl:45])[cH:38][c:39]2[cH:40][c:41]1[C:42](=[O:43])[OH:44].